From a dataset of the Open Reaction Database (ORD), a public repository of structured organic reaction records. describe an organic reaction: reactants, conditions, products, and yield Reactants: C1(CC1)COC=1C(=C(C=CC1OC)C1=C2CCC(C2=CC=C1)=O)O (4-(3-(cyclopropylmethoxy)-2-hydroxy-4-methoxyphenyl)-2,3-dihydro-1H-inden-1-one), C([O-])([O-])=O.[K+].[K+] (potassium carbonate), CCCBr (n-propyl bromide). Solvent: C(C)#N (acetonitrile). Conditions: temperature 70 celsius. Product: C1(CC1)COC=1C(=C(C=CC1OC)C1=C2CCC(C2=CC=C1)=O)OCCC (4(3-Cyclopropylmethoxy-4-methoxy-2-propoxy-phenyl)-indan-1-one). The yield is 22.2%. RXN SMILES: [CH:1]1([CH2:4][O:5][C:6]2[C:7]([OH:24])=[C:8]([C:14]3[CH:22]=[CH:21][CH:20]=[C:19]4[C:15]=3[CH2:16][CH2:17][C:18]4=[O:23])[CH:9]=[CH:10][C:11]=2[O:12][CH3:13])[CH2:3][CH2:2]1.C(=O)([O-])[O-].[K+].[K+].[CH3:31][CH2:32][CH2:33]Br>C(#N)C>[CH:1]1([CH2:4][O:5][C:6]2[C:7]([O:24][CH2:31][CH2:32][CH3:33])=[C:8]([C:14]3[CH:22]=[CH:21][CH:20]=[C:19]4[C:15]=3[CH2:16][CH2:17][C:18]4=[O:23])[CH:9]=[CH:10][C:11]=2[O:12][CH3:13])[CH2:3][CH2:2]1 |f:1.2.3|. Procedure details: To a stirring solution of 4-(3-(cyclopropylmethoxy)-2-hydroxy-4-methoxyphenyl)-2,3-dihydro-1H-inden-1-one (80 mg, 0.246 mmol) in acetonitrile (10 mL) was added potassium carbonate (102 mg, 0.740 mmol) and n-propyl bromide (91 mg, 0.740 mmol) and the resultant reaction mixture was heated to 70° C. for 16 h. The reaction mixture was cooled to RT, filtered through celite and the filtrate was concentrated under reduced pressure. The residue was purified by column chromatography (silica gel, 0-15% et... Starting materials: CC(COCC1=CC=C(C(=O)N(C)OC)C=C1)(C)C (4-[(2,2-dimethylpropoxy)methyl]-N-methoxy-N-methylbenzamide), [H-].C(C(C)C)[Al+]CC(C)C (diisobutylaluminum hydride), Cl (hydrochloric acid), Cl (hydrochloric acid). The solvent is O1CCCC1 (tetrahydrofuran). Run at temperature -78 celsius, time 30 minute. The product is CC(COCC1=CC=C(C=O)C=C1)(C)C (4-[(2,2-Dimethylpropoxy)methyl]benzaldehyde). Isolated yield 82.3%. As a reaction SMILES: [CH3:1][C:2]([CH3:19])([CH3:18])[CH2:3][O:4][CH2:5][C:6]1[CH:17]=[CH:16][C:9]([C:10](N(OC)C)=[O:11])=[CH:8][CH:7]=1.[H-].C([Al+]CC(C)C)C(C)C.Cl>O1CCCC1>[CH3:1][C:2]([CH3:19])([CH3:18])[CH2:3][O:4][CH2:5][C:6]1[CH:7]=[CH:8][C:9]([CH:10]=[O:11])=[CH:16][CH:17]=1 |f:1.2|. Procedure: To a solution in tetrahydrofuran (5.93 mL) of the compound (472 mg) obtained in step (2) above, diisobutylaluminum hydride (about 1.0 mol/L, solution in n-hexane, 2.64 mL) was added at −78° C. After stirring the mixture at −78° C. for 30 minutes, 1 mol/L hydrochloric acid (5.00 mL) was added at that temperature. After being stirred at room temperature for an hour, the reaction mixture was poured into 1 mol/L hydrochloric acid (20.0 mL). After three extractions with ethyl acetate, the combined or... Reactants: C(C)(=O)OCC (Ethyl acetate), FC1=C(C=CC(=C1)C(F)(F)F)C=CC=1OC=C(N1)CO ({2-[2-(2-Fluoro-4-trifluoromethyl-phenyl)-vinyl]-oxazol-4-yl}-methanol), ClC=1N=NC(=CC1)CCCCN1N=NC=C1 (3-chloro-6-(4-[1,2,3]triazol-1-yl-butyl)-pyridazine), CC(C)([O-])C.[Na+] (sodium tert-butoxide). Solvent: O1CCCC1 (tetrahydrofuran). Run at time 15 minute. Yields the product FC1=C(C=CC(=C1)C(F)(F)F)C=CC=1OC=C(N1)COC=1N=NC(=CC1)CCCCN1N=NC=C1 (3-{2-[2-(2-fluoro-4-trifluoromethyl-phenyl)-vinyl]-oxazol-4-ylmethoxy}-6-(4-[1,2,3]triazol-1-yl-butyl)-pyridazine). Reaction SMILES: [F:1][C:2]1[CH:7]=[C:6]([C:8]([F:11])([F:10])[F:9])[CH:5]=[CH:4][C:3]=1[CH:12]=[CH:13][C:14]1[O:15][CH:16]=[C:17]([CH2:19][OH:20])[N:18]=1.CC(C)([O-])C.[Na+].Cl[C:28]1[N:29]=[N:30][C:31]([CH2:34][CH2:35][CH2:36][CH2:37][N:38]2[CH:42]=[CH:41][N:40]=[N:39]2)=[CH:32][CH:33]=1.C(OCC)(=O)C>O1CCCC1>[F:1][C:2]1[CH:7]=[C:6]([C:8]([F:9])([F:10])[F:11])[CH:5]=[CH:4][C:3]=1[CH:12]=[CH:13][C:14]1[O:15][CH:16]=[C:17]([CH2:19][O:20][C:28]2[N:29]=[N:30][C:31]([CH2:34][CH2:35][CH2:36][CH2:37][N:38]3[CH:42]=[CH:41][N:40]=[N:39]3)=[CH:32][CH:33]=2)[N:18]=1 |f:1.2|. Reported procedure: {2-[2-(2-Fluoro-4-trifluoromethyl-phenyl)-vinyl]-oxazol-4-yl}-methanol (0.114 g, 0.40 mmol) is dissolved in anhydrous tetrahydrofuran (THF) (3 ml) followed by the addition of sodium tert-butoxide (NaOtBu) (0.043 g, 0.43 mmol). After stirring for 15 min at r.t. 3-chloro-6-(4-[1,2,3]triazol-1-yl-butyl)-pyridazine (0.075 g, 0.32 mmol) is added slowly and stirred for further 4 h at 60° C. Ethyl acetate (20 ml) is added; the mixture is washed with saturated ammonium chloride (NH4Cl), dried over MgSO4...